From a dataset of the Open Reaction Database (ORD), a public repository of structured organic reaction records. describe an organic reaction: reactants, conditions, products, and yield Yields the product CN(C(=O)CN1CCN(CCN(CC1)CC(N(C)O)=O)CC(N(C)O)=O)O (N,N′, N″-Tris((N-methyl-N-hydroxycarbamoyl)methyl]-1,4,7-triazacyclononane). Procedure: From N,N′,N″-Tris[(N-methyl-N-benzyloxycarbamoyl)methyl]-1,4,7-triazacyclononane (1.3.5.1) and H2 and Pd/C. As a reaction SMILES: [CH3:1][N:2]([O:41]CC1C=CC=CC=1)[C:3]([CH2:5][N:6]1[CH2:14][CH2:13][N:12]([CH2:15][C:16](=[O:27])[N:17]([O:19]CC2C=CC=CC=2)[CH3:18])[CH2:11][CH2:10][N:9]([CH2:28][C:29](=[O:40])[N:30]([O:32]CC2C=CC=CC=2)[CH3:31])[CH2:8][CH2:7]1)=[O:4]>[Pd]>[CH3:1][N:2]([OH:41])[C:3]([CH2:5][N:6]1[CH2:7][CH2:8][N:9]([CH2:28][C:29](=[O:40])[N:30]([OH:32])[CH3:31])[CH2:10][CH2:11][N:12]([CH2:15][C:16](=[O:27])[N:17]([OH:19])[CH3:18])[CH2:13][CH2:14]1)=[O:4]. Reactants: CN(C(=O)CN1CCN(CCN(CC1)CC(N(C)OCC1=CC=CC=C1)=O)CC(N(C)OCC1=CC=CC=C1)=O)OCC1=CC=CC=C1 (N,N′,N″-Tris[(N-methyl-N-benzyloxycarbamoyl)methyl]-1,4,7-triazacyclononane). The reagents and catalysts are [Pd] (Pd/C). Reactants: C(C1=CC=CC=C1)C1=C(NC2=CC=CC=C12)CCNC(=O)N1C=NC=C1 (N-[2-(3-benzylindol-2-yl)ethyl]-1-imidazolecarboxamide), CCCCCC (n-hexane). The solvent is C=1(C(=CC=CC1)C)C (xylene). Product: C(C1=CC=CC=C1)C1=C2N(C3=CC=CC=C13)C(NCC2)=O (5-benzyl-3,4-dihydropyrimido[1,6-a]indol-1(2H)-one). Isolated yield 62.3%. Reaction SMILES: [CH2:1]([C:8]1[C:16]2[C:11](=[CH:12][CH:13]=[CH:14][CH:15]=2)[NH:10][C:9]=1[CH2:17][CH2:18][NH:19][C:20](N1C=CN=C1)=[O:21])[C:2]1[CH:7]=[CH:6][CH:5]=[CH:4][CH:3]=1.CCCCCC>C1(C)C(C)=CC=CC=1>[CH2:1]([C:8]1[C:16]2[C:11](=[CH:12][CH:13]=[CH:14][CH:15]=2)[N:10]2[C:20](=[O:21])[NH:19][CH2:18][CH2:17][C:9]=12)[C:2]1[CH:7]=[CH:6][CH:5]=[CH:4][CH:3]=1. Procedure details: A solution of N-[2-(3-benzylindol-2-yl)ethyl]-1-imidazolecarboxamide (2.4 g) in xylene (50 ml) was refluxed for 3 hours. After cooling, the mixture was washed with water and brine, dried over anhydrous magnesium sulfate, and evaporated in vacuo. The residue was purified by silica gel column chromatography (5%-methanol-chloroform) to give a crystalline product. The product was pulverized with n-hexane to give 5-benzyl-3,4-dihydropyrimido[1,6-a]indol-1(2H)-one (1.2 g).